This data is from the Open Reaction Database (ORD), a public repository of structured organic reaction records. The task is: describe an organic reaction: reactants, conditions, products, and yield Reactants: Clc1ccnc(-c2ccsc2Br)c1, [Li]CCCC, CI, CCOCC, [Cl-], [NH4+]. The product is Cc1sccc1-c1cc(Cl)ccn1. RXN SMILES: [Br:1][c:2]1[s:3][cH:4][cH:5][c:6]1-[c:7]1[n:8][cH:9][cH:10][c:11]([Cl:13])[cH:12]1.[CH3:14][CH2:15][CH2:16][CH2:17][Li:18].[CH3:19][I:20].[CH3:23][CH2:24][O:25][CH2:26][CH3:27].[Cl-:21].[NH4+:22]>>[c:2]1([CH3:14])[s:3][cH:4][cH:5][c:6]1-[c:7]1[n:8][cH:9][cH:10][c:11]([Cl:13])[cH:12]1. The reactants are C1N=C(N2C1CCCC2)C(=O)C2=CC=CC=C2 ((1,5,6,7,8,8a-Hexahydroimidazo[1,5-a]pyridine-3-yl)phenyl ketone), COC1=CC=C(C=C1)[Mg]Br (p-methoxyphenylmagnesium bromide), CC1=C(C=CC=C1)[Mg]Br (o-methylphenylmagnesium bromide). Product: COC1=CC=C(C=C1)C(O)(C1=NCC2N1CCCC2)C2=CC=CC=C2 (α-(p-methoxyphenyl)-α-phenyl-1,5,6,7,8,8a-hexahydroimidazo[1,5-a]pyridine-3-methanol), CC1=C(C=CC=C1)C(O)(C1=NCC2N1CCCC2)C2=CC=CC=C2 (α-(o-methylphenyl)-α-phenyl-1,5,6,7,8,8a-hexahydroimidazo[1,5-a]pyridine-3-methanol). RXN SMILES: [CH2:1]1[CH:5]2[CH2:6][CH2:7][CH2:8][CH2:9][N:4]2[C:3]([C:10]([C:12]2[CH:17]=[CH:16][CH:15]=[CH:14][CH:13]=2)=[O:11])=[N:2]1.[CH3:18][O:19][C:20]1[CH:25]=[CH:24][C:23]([Mg]Br)=[CH:22][CH:21]=1.[CH3:28][C:29]1[CH:34]=[CH:33][CH:32]=[CH:31][C:30]=1[Mg]Br>>[CH3:18][O:19][C:20]1[CH:25]=[CH:24][C:23]([C:10]([C:12]2[CH:17]=[CH:16][CH:15]=[CH:14][CH:13]=2)([C:3]2[N:4]3[CH2:9][CH2:8][CH2:7][CH2:6][CH:5]3[CH2:1][N:2]=2)[OH:11])=[CH:22][CH:21]=1.[CH3:28][C:29]1[CH:34]=[CH:33][CH:32]=[CH:31][C:30]=1[C:10]([C:12]1[CH:17]=[CH:16][CH:15]=[CH:14][CH:13]=1)([C:3]1[N:4]2[CH2:9][CH2:8][CH2:7][CH2:6][CH:5]2[CH2:1][N:2]=1)[OH:11]. Procedure details: In an analogous manner, reaction of the ketone of Example 2 with m-chlorophenylmagnesium bromide and p-chlorophenylmagnesium bromide gives respectively α-(m-chlorophenyl)-α-phenyl-1,5,6,7,8,8a-hexahydroimidazo[1,5-a]pyridine-3-methanol and α-(p-chlorophenyl)-α-phenyl-1,5,6,7,8,8a-hexahydroimidazo[1,5-a]pyridine 3-methanol. Similarly, reaction of the ketone of Example 2 with p-methoxyphenylmagnesium bromide and o-methylphenylmagnesium bromide gives respectively α-(p-methoxyphenyl)-α-phenyl-1,5,6,... The reactants are CNC (dimethylamine), ClC1=CC=CC2=C1C(N(CC=1N2C=NC1C1=NOC(=N1)CCl)C)=O (7-Chloro-3-(5-chloromethyl-[1,2,4]oxadiazol-3-yl)-5-methyl-4,5-dihydro-imidazo-[1,5-a][1,4]benzodiazepin-6-one). The solvent is O1CCOCC1 (1,4-dioxane). Product: ClC1=CC=CC2=C1C(N(CC=1N2C=NC1C1=NOC(=N1)CN(C)C)C)=O (7-Chloro-3-(5-dimethylaminomethyl-[1,2,4]oxadiazol-3-yl)-5-methyl-4,5-dihydro-imidazo[1,5-a][1,4]benzodiazepin-6-one). As a reaction SMILES: [Cl:1][C:2]1[C:7]2[C:8](=[O:24])[N:9]([CH3:23])[CH2:10][C:11]3[N:12]([CH:13]=[N:14][C:15]=3[C:16]3[N:20]=[C:19]([CH2:21]Cl)[O:18][N:17]=3)[C:6]=2[CH:5]=[CH:4][CH:3]=1.[CH3:25][NH:26][CH3:27]>O1CCOCC1>[Cl:1][C:2]1[C:7]2[C:8](=[O:24])[N:9]([CH3:23])[CH2:10][C:11]3[N:12]([CH:13]=[N:14][C:15]=3[C:16]3[N:20]=[C:19]([CH2:21][N:26]([CH3:27])[CH3:25])[O:18][N:17]=3)[C:6]=2[CH:5]=[CH:4][CH:3]=1. Reported procedure: 7.0 g 7-Chloro-3-(5-chloromethyl-[1,2,4]oxadiazol-3-yl)-5-methyl-4,5-dihydro-imidazo-[1,5-a][1,4]benzodiazepin-6-one were suspended under stirring and argon atmosphere in 70 ml 1,4-dioxane and 25.7 ml dimethylamine (33% in ethanol) were added over 60 minutes. The reaction mixture was stirred one more hour at r.t. and then the solvents were removed under reduced pressure at 35° C. The residue was partitioned between 50 ml dichloromethane and 20 ml deionized water. The phases were separated and th... Reactants: Cl (hydrochloric acid), [Cl-].[Cl-].[Cl-].[Al+3] (aluminum trichloride), ice, O(C1=CC=CC=C1)CCCC(=O)O (4-phenoxy-butyric acid), C(C(=O)Cl)(=O)Cl (oxalyl chloride), ice. Reagents/catalysts: CN(C=O)C (dimethyl formamide). The solvent is ClCCCl (1,2-dichloroethane), ClCCl (dichloromethane). Run at time 30 minute. The product is O1C2=C(C(CCC1)=O)C=CC=C2 (3,4-dihydro-2H-benzo[b]oxepin-5-one). Reaction SMILES: [O:1]([CH2:8][CH2:9][CH2:10][C:11]([OH:13])=O)[C:2]1[CH:7]=[CH:6][CH:5]=[CH:4][CH:3]=1.C(Cl)(=O)C(Cl)=O.[Cl-].[Cl-].[Cl-].[Al+3].Cl>ClCCl.CN(C)C=O.ClCCCl>[O:1]1[CH2:8][CH2:9][CH2:10][C:11](=[O:13])[C:7]2[CH:6]=[CH:5][CH:4]=[CH:3][C:2]1=2 |f:2.3.4.5|. Procedure details: To a solution of phenol (3.16 g, 33.6 mmol) in acetonitrile, was added ethyl 4-bromobutyrate (4.8 ml, 33.6 mmol), potassium carbonate (4.64 g, 33.6 mmol) and tetrabutylammonium iodide (370 mg, 1 mmol). The reaction mixture was stirred vigorously and heated to reflux for 2 days before being cooled, filtered, dried (MgSO4) and concentrated in-vacuo to yield 4-phenoxy-butyric acid ethyl ester. 4-Phenoxy-butyric acid ethyl ester was hydrolyzed to its corresponding carboxylic acid using sodium hydrox... Starting materials: CCOC(=O)CCNC(=O)c1ccc(NC(c2oc3ccc(OCc4ccccc4)cc3c2C)C2CCCCC2)cc1, CCO, O=[Pt]. Yields the product CCOC(=O)CCNC(=O)c1ccc(NC(c2oc3ccc(O)cc3c2C)C2CCCCC2)cc1. RXN SMILES: [CH2:1]([c:2]1[cH:3][cH:4][cH:5][cH:6][cH:7]1)[O:8][c:9]1[cH:10][cH:11][c:12]2[c:13]([c:14]([CH3:41])[c:15]([CH:17]([CH:18]3[CH2:19][CH2:20][CH2:21][CH2:22][CH2:23]3)[NH:24][c:25]3[cH:26][cH:27][c:28]([C:31](=[O:32])[NH:33][CH2:34][CH2:35][C:36](=[O:37])[O:38][CH2:39][CH3:40])[cH:29][cH:30]3)[o:16]2)[cH:42]1.[CH3:43][CH2:44][OH:45].[Pt:46]=[O:47]>>[OH:8][c:9]1[cH:10][cH:11][c:12]2[c:13]([c:14]([CH3:41])[c:15]([CH:17]([CH:18]3[CH2:19][CH2:20][CH2:21][CH2:22][CH2:23]3)[NH:24][c:25]3[cH:26][cH:27][c:28]([C:31](=[O:32])[NH:33][CH2:34][CH2:35][C:36](=[O:37])[O:38][CH2:39][CH3:40])[cH:29][cH:30]3)[o:16]2)[cH:42]1. Reactants: C1(C=CC=C1)C1(CCCCC1)C1=CC(=CC=2C3=CC(=CC=C3CC12)C(C)(C)C)C(C)(C)C (1-(cyclopentadienyl)-1-(3,6-di-tert-butylfluorenyl)cyclohexane), [Li]CCCC (n-BuLi), Cl[Si](C)(C)C (chlorotrimethylsilane). Solvent: C1CCOC1 (THF). Yields the product C[Si](C1=CC(C=C1)C1(CCCCC1)C1=CC(=CC=2C3=CC(=CC=C3CC12)C(C)(C)C)C(C)(C)C)(C)C (1-(3-trimethylsilylcyclopentadienyl)-1-(3,6-di-tert-butylfluorenyl)cyclohexane). Isolated yield 45.8%. Reaction SMILES: [CH:1]1([C:6]2([C:12]3[C:24]4[CH2:23][C:22]5[C:17](=[CH:18][C:19]([C:25]([CH3:28])([CH3:27])[CH3:26])=[CH:20][CH:21]=5)[C:16]=4[CH:15]=[C:14]([C:29]([CH3:32])([CH3:31])[CH3:30])[CH:13]=3)[CH2:11][CH2:10][CH2:9][CH2:8][CH2:7]2)[CH:5]=[CH:4][CH:3]=[CH:2]1.[Li]CCCC.Cl[Si:39]([CH3:42])([CH3:41])[CH3:40]>C1COCC1>[CH3:40][Si:39]([CH3:42])([CH3:41])[C:3]1[CH:4]=[CH:5][CH:1]([C:6]2([C:12]3[C:24]4[CH2:23][C:22]5[C:17](=[CH:18][C:19]([C:25]([CH3:26])([CH3:28])[CH3:27])=[CH:20][CH:21]=5)[C:16]=4[CH:15]=[C:14]([C:29]([CH3:32])([CH3:31])[CH3:30])[CH:13]=3)[CH2:11][CH2:10][CH2:9][CH2:8][CH2:7]2)[CH:2]=1. Procedure: In a 30 ml Schlenk flask purged with nitrogen, 0.86 g (2.02 mmol, 1 eq) of 1-(cyclopentadienyl)-1-(3,6-di-tert-butylfluorenyl)cyclohexane was placed at room temperature. Then, 12 ml of dehydrated THF was added, and the mixture was stirred by a magnetic stirrer to give a solution. The solution was cooled with an ice bath (colorless transparent solution). To the solution, 1.4 ml (2.28 mmol, 1.13 eq) of n-BuLi (hexane solution) was dropwise added. Then, the ice bath was removed, and the solution wa... Starting materials: Br.N=1C(CN2C1C=CC=C2)=O (imidazo[1,2-a]pyridin-2-one hydrobromide salt), BrCC=1C2=C(SC1)C=CC(=C2)Cl (3-bromomethyl-5-chloro-benzo[b]thiophene), lithium bis(trimethylsilyl)amide THF. The solvent is C1CCOC1 (THF). Reaction conditions: time 1 hour. Yields the product ClC1=CC2=C(SC=C2CC2C(N=C3N2C=CC=C3)=O)C=C1 (3-(5-Chloro-benzo[b]thiophen-3-ylmethyl)-imidazo[1,2-a]pyridin-2-one). Reaction SMILES: Br.[N:2]1[C:3](=[O:11])[CH2:4][N:5]2[CH:10]=[CH:9][CH:8]=[CH:7][C:6]=12.Br[CH2:13][C:14]1[C:15]2[CH:22]=[C:21]([Cl:23])[CH:20]=[CH:19][C:16]=2[S:17][CH:18]=1>C1COCC1>[Cl:23][C:21]1[CH:20]=[CH:19][C:16]2[S:17][CH:18]=[C:14]([CH2:13][CH:4]3[N:5]4[CH:10]=[CH:9][CH:8]=[CH:7][C:6]4=[N:2][C:3]3=[O:11])[C:15]=2[CH:22]=1 |f:0.1|. Reported procedure: A mixture of 100 mg (0.47 mmol) of imidazo[1,2-a]pyridin-2-one hydrobromide salt and 122 mg (0.47 mmol) 3-bromomethyl-5-chloro-benzo[b]thiophene in 5 mL of THF is treated with 1 mL (1.0 mmol) of 1M lithium bis(trimethylsilyl)amide THF solution at −78° C. The resulting mixture is stirred this temperature for 1 h and the mixture is quenched with saturated ammonium chloride solution. The product is extracted with ethyl acetate. The organic layer is washed with water and brine, dried over sodium sul... Reactants: FC=1C=C(C=CC1)C(=N)CC=O ((m-fluorophenyl)formimidoylacetaldehyde), NC(=O)N (urea), CO (methanol). Product: FC=1C=C(C=CC1)C=1C=NC(=NC1)O (5-(m-Fluorophenyl)-2-pyrimidinol). RXN SMILES: [F:1][C:2]1[CH:3]=[C:4]([C:8]([CH2:10]C=O)=N)[CH:5]=[CH:6][CH:7]=1.[NH2:13][C:14]([NH2:16])=[O:15].[CH3:17]O>>[F:1][C:2]1[CH:3]=[C:4]([C:8]2[CH:10]=[N:13][C:14]([OH:15])=[N:16][CH:17]=2)[CH:5]=[CH:6][CH:7]=1. Reported procedure: By the procedure described in Example 4, (m-fluorophenyl)formimidoylacetaldehyde is reacted with urea to give the product of the Example (recrystallized from methanol), m.p. 259°-261° C.